From a dataset of the Open Reaction Database (ORD), a public repository of structured organic reaction records. describe an organic reaction: reactants, conditions, products, and yield The reactants are N#Cc1ccc(CBr)cc1, CC(C)(C)c1cc(O)cc(C(C)(C)C)c1, CN(C)C=O, [Na+], [OH-], O. Product: CC(C)(C)c1cc(OCc2ccc(C#N)cc2)cc(C(C)(C)C)c1. RXN SMILES: [Br:16][CH2:17][c:18]1[cH:19][cH:20][c:21]([C:24]#[N:25])[cH:22][cH:23]1.[C:1]([CH3:2])([CH3:3])([CH3:4])[c:5]1[cH:6][c:7]([OH:15])[cH:8][c:9]([C:11]([CH3:12])([CH3:13])[CH3:14])[cH:10]1.[CH3:28][N:29]([CH3:30])[CH:31]=[O:32].[Na+:27].[OH-:26].[OH2:33]>>[C:1]([CH3:2])([CH3:3])([CH3:4])[c:5]1[cH:6][c:7]([O:15][CH2:17][c:18]2[cH:19][cH:20][c:21]([C:24]#[N:25])[cH:22][cH:23]2)[cH:8][c:9]([C:11]([CH3:12])([CH3:13])[CH3:14])[cH:10]1.